From a dataset of the Open Reaction Database (ORD), a public repository of structured organic reaction records. describe an organic reaction: reactants, conditions, products, and yield The reactants are C([C@H](O)[C@@H](O)[C@H](O)CO)O (xylitol), O=C[C@H](O)[C@@H](O)[C@H](O)[C@H](O)CO (Glucose). Yields the product C([C@H](C([C@@H](CO)O)O)O)O (arabitol). As a reaction SMILES: [CH2:1]([OH:10])[C@@H:2]([C@H:4]([C@@H:6]([CH2:8][OH:9])[OH:7])[OH:5])[OH:3].O=C[C@@H]([C@H]([C@@H]([C@@H](CO)O)O)O)O>>[CH2:8]([OH:9])[C@@H:6]([OH:7])[CH:4]([OH:5])[C@H:2]([OH:3])[CH2:1][OH:10]. Reported procedure: As can be seen from the results in Table 6, when the production of xylitol was performed through fed-batch culture using the new mutant strain, xylitol was produced for 72 hours was produced in a concentration of 201.3 g/L for 72 hours, suggesting a xylitol yield of 97% and a xylitol productivity of 2.80 g/L/h. Glucose contained in the corncob hydrolyzate was completely consumed during the cell culture process, and 23.7 g/L corresponding to 85% of the total amount (27.9 g/l) of arabinose added r... Starting materials: CCO, Cc1ccc(S(=O)(=O)c2c(-c3ccccn3)nc(C(=O)c3cn(Cc4ccc(Cl)cc4)c4ccccc34)n2COCC[Si](C)(C)C)cc1, Cl. Product: Cc1ccc(S(=O)(=O)c2[nH]c(C(=O)c3cn(Cc4ccc(Cl)cc4)c4ccccc34)nc2-c2ccccn2)cc1. As a reaction SMILES: [CH3:50][CH2:51][OH:52].[Cl:1][c:2]1[cH:3][cH:4][c:5]([CH2:6][n:7]2[cH:8][c:9]([C:16](=[O:17])[c:18]3[n:19]([CH2:39][O:40][CH2:41][CH2:42][Si:43]([CH3:44])([CH3:45])[CH3:46])[c:20]([S:29](=[O:30])(=[O:31])[c:32]4[cH:33][cH:34][c:35]([CH3:38])[cH:36][cH:37]4)[c:21](-[c:23]4[n:24][cH:25][cH:26][cH:27][cH:28]4)[n:22]3)[c:10]3[cH:11][cH:12][cH:13][cH:14][c:15]23)[cH:47][cH:48]1.[ClH:49]>>[Cl:1][c:2]1[cH:3][cH:4][c:5]([CH2:6][n:7]2[cH:8][c:9]([C:16](=[O:17])[c:18]3[nH:19][c:20]([S:29](=[O:30])(=[O:31])[c:32]4[cH:33][cH:34][c:35]([CH3:38])[cH:36][cH:37]4)[c:21](-[c:23]4[n:24][cH:25][cH:26][cH:27][cH:28]4)[n:22]3)[c:10]3[cH:11][cH:12][cH:13][cH:14][c:15]23)[cH:47][cH:48]1. The reactants are CCOC=C(C(=O)OCC)C(=O)OCC, c1cc(NC2CC2)ccc1CN1CCOCC1, c1ccncc1. Yields the product CCOC(=O)C(=CN(c1ccc(CN2CCOCC2)cc1)C1CC1)C(=O)OCC. Reaction SMILES: [CH2:18]([O:19][CH:21]=[C:22]([C:23](=[O:24])[O:25][CH2:26][CH3:27])[C:28](=[O:29])[O:30][CH2:31][CH3:32])[CH3:20].[CH:1]1([NH:4][c:5]2[cH:6][cH:7][c:8]([CH2:11][N:12]3[CH2:13][CH2:14][O:15][CH2:16][CH2:17]3)[cH:9][cH:10]2)[CH2:2][CH2:3]1.[cH:33]1[cH:34][cH:35][n:36][cH:37][cH:38]1>>[CH:1]1([N:4]([c:5]2[cH:6][cH:7][c:8]([CH2:11][N:12]3[CH2:13][CH2:14][O:15][CH2:16][CH2:17]3)[cH:9][cH:10]2)[CH:21]=[C:22]([C:23](=[O:24])[O:25][CH2:26][CH3:27])[C:28](=[O:29])[O:30][CH2:31][CH3:32])[CH2:2][CH2:3]1. Starting materials: COC(COC1=C2C(C(=C(NC2=C(C=C1)F)CC)CC1=CC=C(C=C1)S(=O)(=O)N1CCOCC1)=O)=O ({2-ethyl-8-fluoro-3-[4-(morpholine-4-sulfonyl)benzyl]-4-oxo-1,4-dihydroquinolin-5-yloxy}acetic acid methyl ester), CN(C=O)C (N,N-dimethylformamide), C([O-])([O-])=O.[K+].[K+] (potassium carbonate), ClC(F)(F)OC(C)=O (acetic acid chlorodifluoromethyl ester). Run in O (water). Run at temperature 80 celsius, time 17 hour. Yields the product COC(COC1=C2C(=C(C(=NC2=C(C=C1)F)CC)CC1=CC=C(C=C1)S(=O)(=O)N1CCOCC1)OC(F)F)=O ({4-difluoromethoxy-2-ethyl-8-fluoro-3-[4-(morpholine-4-sulfonyl)benzyl]quinolin-5-yloxy}acetic Acid Methyl Ester). RXN SMILES: [CH3:1][O:2][C:3](=[O:36])[CH2:4][O:5][C:6]1[CH:15]=[CH:14][C:13]([F:16])=[C:12]2[C:7]=1[C:8](=[O:35])[C:9]([CH2:19][C:20]1[CH:25]=[CH:24][C:23]([S:26]([N:29]3[CH2:34][CH2:33][O:32][CH2:31][CH2:30]3)(=[O:28])=[O:27])=[CH:22][CH:21]=1)=[C:10]([CH2:17][CH3:18])[NH:11]2.CN(C)C=O.C(=O)([O-])[O-].[K+].[K+].Cl[C:49](OC(=O)C)([F:51])[F:50]>O>[CH3:1][O:2][C:3](=[O:36])[CH2:4][O:5][C:6]1[CH:15]=[CH:14][C:13]([F:16])=[C:12]2[C:7]=1[C:8]([O:35][CH:49]([F:51])[F:50])=[C:9]([CH2:19][C:20]1[CH:21]=[CH:22][C:23]([S:26]([N:29]3[CH2:30][CH2:31][O:32][CH2:33][CH2:34]3)(=[O:28])=[O:27])=[CH:24][CH:25]=1)[C:10]([CH2:17][CH3:18])=[N:11]2 |f:2.3.4|. Reported procedure: A mixture of {2-ethyl-8-fluoro-3-[4-(morpholine-4-sulfonyl)benzyl]-4-oxo-1,4-dihydroquinolin-5-yloxy}acetic acid methyl ester (0.14 g), N,N-dimethylformamide (3.0 mL), potassium carbonate (0.12 g) and acetic acid chlorodifluoromethyl ester (0.15 mL) was stirred at 80° C. for 17 hours. The mixture was cooled to room temperature, diluted with water and extracted with ethyl acetate. The combined extracts were dried over magnesium sulfate and the solvent removed under reduced pressure. Purification ... Reactants: CC(C)(C)OC(=O)N1CCC(=C(Br)c2cccc(Oc3ccc(C(F)(F)F)cn3)c2)CC1, ClCCl, O=C(O)C(F)(F)F. Product: FC(F)(F)c1ccc(Oc2cccc(C(Br)=C3CCNCC3)c2)nc1, O=C(O)C(F)(F)F. As a reaction SMILES: [Br:1][C:2](=[C:3]1[CH2:4][CH2:5][N:6]([C:9]([O:10][C:11]([CH3:12])([CH3:13])[CH3:14])=[O:15])[CH2:7][CH2:8]1)[c:16]1[cH:17][c:18]([O:22][c:23]2[n:24][cH:25][c:26]([C:29]([F:30])([F:31])[F:32])[cH:27][cH:28]2)[cH:19][cH:20][cH:21]1.[Cl:40][CH2:41][Cl:42].[F:33][C:34]([C:35](=[O:36])[OH:37])([F:38])[F:39]>>[Br:1][C:2](=[C:3]1[CH2:4][CH2:5][NH:6][CH2:7][CH2:8]1)[c:16]1[cH:17][c:18]([O:22][c:23]2[n:24][cH:25][c:26]([C:29]([F:30])([F:31])[F:32])[cH:27][cH:28]2)[cH:19][cH:20][cH:21]1.[F:33][C:34]([C:35](=[O:36])[OH:37])([F:38])[F:39]. Reactants: [Cu]C#N (copper (I) cyanide), [Cl-].[Li+] (lithium chloride), C(C)[Mg]Br (Ethyl magnesium bromide), C(C1=CC=CC=C1)(C1=CC=CC=C1)(C1=CC=CC=C1)N1C=NC=C1I (N-trityl 5-iodoimidazole), BrCC=CC1=CC(=C(C(=O)OC)C=C1)C1=CC=C(C=C1)F (methyl 4-(3-bromoprop-1-en-1-yl)-2-(4-fluorophenyl)benzoate), [Cl-].[NH4+] (ammonium chloride). Run in C1CCOC1 (THF), C1CCOC1 (THF). Reaction conditions: temperature 0 celsius, time 1 hour. The product is C(C1=CC=CC=C1)(C1=CC=CC=C1)(C1=CC=CC=C1)N1C=NC=C1C/C=C/C1=CC(=C(C(=O)OC)C=C1)C1=CC=C(C=C1)F (methyl 4-[(E)-3-(1-tritylimidazol-5-yl)prop-1-en-1-yl]-2-(4-fluorophenyl)benzoate). RXN SMILES: C([Mg]Br)C.[C:5]([N:24]1[C:28](I)=[CH:27][N:26]=[CH:25]1)([C:18]1[CH:23]=[CH:22][CH:21]=[CH:20][CH:19]=1)([C:12]1[CH:17]=[CH:16][CH:15]=[CH:14][CH:13]=1)[C:6]1[CH:11]=[CH:10][CH:9]=[CH:8][CH:7]=1.[Cu]C#N.[Cl-].[Li+].Br[CH2:36][CH:37]=[CH:38][C:39]1[CH:48]=[CH:47][C:42]([C:43]([O:45][CH3:46])=[O:44])=[C:41]([C:49]2[CH:54]=[CH:53][C:52]([F:55])=[CH:51][CH:50]=2)[CH:40]=1.[Cl-].[NH4+]>C1COCC1>[C:5]([N:24]1[C:28]([CH2:36]/[CH:37]=[CH:38]/[C:39]2[CH:48]=[CH:47][C:42]([C:43]([O:45][CH3:46])=[O:44])=[C:41]([C:49]3[CH:50]=[CH:51][C:52]([F:55])=[CH:53][CH:54]=3)[CH:40]=2)=[CH:27][N:26]=[CH:25]1)([C:18]1[CH:23]=[CH:22][CH:21]=[CH:20][CH:19]=1)([C:12]1[CH:17]=[CH:16][CH:15]=[CH:14][CH:13]=1)[C:6]1[CH:11]=[CH:10][CH:9]=[CH:8][CH:7]=1 |f:3.4,6.7|. Reported procedure: Ethyl magnesium bromide (3M solution in ether; 5.7 ml; 17 mmol) was added dropwise at 0° C. under argon atmosphere to a solution of N-trityl 5-iodoimidazole (6.1 g; 14 mmol). After stirring at 0° C. for 1 hour, a solution of copper (I) cyanide (0.27 g; 3 mmol) and lithium chloride (0.252 g; 6 mmol) in THF (5 ml) was added. The mixture was cooled down to −78° C. and a solution of methyl 4-(3-bromoprop-1-en-1-yl)-2-(4-fluorophenyl)benzoate (3.5 g; 10 mmol) in THF (10 ml) was added. After stirring ... The reactants are [BH4-], CCCc1nc(C)n(-c2ccc3c(c2)C(=O)CC(C)(C)O3)c(=O)c1Cc1ccc(-c2ccccc2C#N)cc1, CO, [K+], [Na+], C1CCOC1, O=S(=O)([O-])O. Product: CCCc1nc(C)n(-c2ccc3c(c2)C(O)CC(C)(C)O3)c(=O)c1Cc1ccc(-c2ccccc2C#N)cc1. RXN SMILES: [BH4-:40].[CH3:1][C:2]1([CH3:39])[O:3][c:4]2[cH:5][cH:6][c:7](-[n:13]3[c:14]([CH3:38])[n:15][c:16]([CH2:35][CH2:36][CH3:37])[c:17]([CH2:20][c:21]4[cH:22][cH:23][c:24](-[c:27]5[c:28]([C:33]#[N:34])[cH:29][cH:30][cH:31][cH:32]5)[cH:25][cH:26]4)[c:18]3=[O:19])[cH:8][c:9]2[C:10](=[O:12])[CH2:11]1.[CH3:48][OH:49].[K+:47].[Na+:41].[O:50]1[CH2:51][CH2:52][CH2:53][CH2:54]1.[S:42]([O-:43])([OH:44])(=[O:45])=[O:46]>>[CH3:1][C:2]1([CH3:39])[O:3][c:4]2[cH:5][cH:6][c:7](-[n:13]3[c:14]([CH3:38])[n:15][c:16]([CH2:35][CH2:36][CH3:37])[c:17]([CH2:20][c:21]4[cH:22][cH:23][c:24](-[c:27]5[c:28]([C:33]#[N:34])[cH:29][cH:30][cH:31][cH:32]5)[cH:25][cH:26]4)[c:18]3=[O:19])[cH:8][c:9]2[CH:10]([OH:12])[CH2:11]1.